Dataset: the Open Reaction Database (ORD), a public repository of structured organic reaction records. Task: describe an organic reaction: reactants, conditions, products, and yield Reaction SMILES: [ClH:1].[CH2:2]([C:6]1[N:10]([CH2:11][C:12]2[CH:17]=[CH:16][C:15]([C:18]3[CH:23]=[CH:22][CH:21]=[CH:20][C:19]=3[CH:24]3[N:28](C)[N:27](C4C=CC=CC=4)[N:26](C4C=CC=CC=4)[N:25]3C3C=CC=CC=3)=[CH:14][CH:13]=2)[C:9](=[O:48])[C:8]2([CH2:52][CH2:51][CH2:50][CH2:49]2)[N:7]=1)[CH2:3][CH2:4][CH3:5].BrCC1C=CC(C2C=CC=CC=2C2N(C(C3C=CC=CC=3)(C3C=CC=CC=3)C3C=CC=CC=3)N=NN=2)=CC=1.C(C1NC(=O)C2(CCCC2)N=1)CCC.Cl>O.C1(C)C=CC=CC=1>[CH3:5][CH2:4][CH2:3][CH2:2][C:6]1[N:10]([CH2:11][C:12]2[CH:17]=[CH:16][C:15]([C:18]3[C:19]([C:24]4[N:25]=[N:26][NH:27][N:28]=4)=[CH:20][CH:21]=[CH:22][CH:23]=3)=[CH:14][CH:13]=2)[C:9](=[O:48])[C:8]2([CH2:49][CH2:50][CH2:51][CH2:52]2)[N:7]=1.[ClH:1] |f:0.1,7.8|. Procedure: A synthetic one-pot process as provided by the present invention preferably involves the preparation of 2n-butyl-3-[2′(triphenyl methyl tetrazol-5yl)-biphenyl-4-yl-methyl]-1,3-diazaspiro[4,4]non-1-en-4-one hydrochloride of formula (IV) as shown above by the reaction of 5-(4′-bromomethyl biphenyl-2-yl)-1-trityl-1H-tetrazole of formula (III) and 2n-butyl-1,3-diazaspiro[4,4]-non-1-en-4-one of formula (II) as the HCl in presence of a base, with a phase transfer catalyst, in the presence of a hydroca... Reaction conditions: temperature 25 celsius. Run in hydrocarbon, O (water), C1(=CC=CC=C1)C (toluene). Product: CCCCC1=NC2(CCCC2)C(=O)N1CC3=CC=C(C=C3)C4=CC=CC=C4C5=NNN=N5.Cl (irbesartan hydrochloride). Starting materials: Cl.C(CCC)C1=NC2(C(N1CC1=CC=C(C=C1)C1=C(C=CC=C1)C1N(N(N(N1C)C1=CC=CC=C1)C1=CC=CC=C1)C1=CC=CC=C1)=O)CCCC2 (2n-butyl-3-[2′(triphenyl methyl tetrazol-5yl)-biphenyl-4-yl-methyl]-1,3-diazaspiro[4,4]non-1-en-4-one hydrochloride), ( IV ), ( II ), ( III ), BrCC1=CC=C(C=C1)C1=C(C=CC=C1)C1=NN=NN1C(C1=CC=CC=C1)(C1=CC=CC=C1)C1=CC=CC=C1 (5-(4′-bromomethyl biphenyl-2-yl)-1-trityl-1H-tetrazole), ( III ), C(CCC)C1=NC2(C(N1)=O)CCCC2 (2n-butyl-1,3-diazaspiro[4,4]-non-1-en-4-one), ( II ), Cl (HCl). Starting materials: CC(=O)O, CSc1ccc([N+](=O)[O-])c(N)c1, [Zn]. Yields the product CSc1ccc(N)c(N)c1. RXN SMILES: [CH3:13][C:14](=[O:15])[OH:16].[CH3:1][S:2][c:3]1[cH:4][cH:5][c:6]([N+:10]([O-:11])=[O:12])[c:7]([NH2:8])[cH:9]1.[Zn:17]>>[CH3:1][S:2][c:3]1[cH:4][cH:5][c:6]([NH2:10])[c:7]([NH2:8])[cH:9]1. The reactants are O (water), [H-].[Na+] (Sodium hydride), C(C)(C)(C)C1CCC=2NC3=CC=CC=C3C2C1 (3-tert-butyl-1,2,3,4-tetrahydrocarbazole), N1(CCCC1)CCCl (2-Pyrrolidinoethyl chloride). The solvent is CN(C=O)C (dimethylformamide). Conditions: time 16 hour. The product is C(C)(C)(C)C1CCC=2N(C3=CC=CC=C3C2C1)CCN1CCCC1 (3-tert-butyl-9-(2-pyrrolidinoethyl)-1,2,3,4-tetrahydrocarbazole). RXN SMILES: [H-].[Na+].[C:3]([CH:7]1[CH2:19][C:18]2[C:17]3[C:12](=[CH:13][CH:14]=[CH:15][CH:16]=3)[NH:11][C:10]=2[CH2:9][CH2:8]1)([CH3:6])([CH3:5])[CH3:4].[N:20]1([CH2:25][CH2:26]Cl)[CH2:24][CH2:23][CH2:22][CH2:21]1.O>CN(C)C=O>[C:3]([CH:7]1[CH2:19][C:18]2[C:17]3[C:12](=[CH:13][CH:14]=[CH:15][CH:16]=3)[N:11]([CH2:26][CH2:25][N:20]3[CH2:24][CH2:23][CH2:22][CH2:21]3)[C:10]=2[CH2:9][CH2:8]1)([CH3:6])([CH3:4])[CH3:5] |f:0.1|. Reported procedure: Sodium hydride (1.20g; 50% dispersion in oil) was added to a solution of 3-tert-butyl-1,2,3,4-tetrahydrocarbazole (5.68g) in dry dimethylformamide (25ml) and the mixture was heated over a steam bath for 1/2 hour. 2-Pyrrolidinoethyl chloride (3.34g) was then added, and the mixture was heated over the steam bath for a further 4 hours. Thereafter the mixture was cooled at room temperature, allowed to stand for about 16 hours, and poured into water. The aqueous mixture was extracted with diethyl eth... Starting materials: Clc1cncc(Br)c1, C1CCOC1, CC(C)[N-]C(C)C, CCOC=O, [Li+], [Na+], O=C([O-])O. Product: O=Cc1c(Cl)cncc1Br. RXN SMILES: [Br:9][c:10]1[cH:11][n:12][cH:13][c:14]([Cl:16])[cH:15]1.[CH2:27]1[O:28][CH2:29][CH2:30][CH2:31]1.[CH3:2][CH:3]([N-:4][CH:5]([CH3:6])[CH3:7])[CH3:8].[CH:17](=[O:18])[O:19][CH2:20][CH3:21].[Li+:1].[Na+:26].[O-:22][C:23]([OH:24])=[O:25]>>[Br:9][c:10]1[cH:11][n:12][cH:13][c:14]([Cl:16])[c:15]1[CH:17]=[O:18].